Dataset: the Open Reaction Database (ORD), a public repository of structured organic reaction records. Task: describe an organic reaction: reactants, conditions, products, and yield The reactants are C(C)(=O)OCC (ethyl acetate), Cl (hydrochloric acid), C(C1=CC=CC=C1)OC1=CC=C2NC=C(CCN)C2=C1 (5-benzyloxy-tryptamine). Run in C(C)(C)O (isopropanol). Product: Cl.C(C1=CC=CC=C1)OC1=CC=C2NC=C(CCN)C2=C1 (5-benzyloxy-tryptamine hydrochloride). RXN SMILES: C(OCC)(=O)C.[ClH:7].[CH2:8]([O:15][C:16]1[CH:27]=[C:26]2[C:19]([NH:20][CH:21]=[C:22]2[CH2:23][CH2:24][NH2:25])=[CH:18][CH:17]=1)[C:9]1[CH:14]=[CH:13][CH:12]=[CH:11][CH:10]=1>C(O)(C)C>[ClH:7].[CH2:8]([O:15][C:16]1[CH:27]=[C:26]2[C:19]([NH:20][CH:21]=[C:22]2[CH2:23][CH2:24][NH2:25])=[CH:18][CH:17]=1)[C:9]1[CH:10]=[CH:11][CH:12]=[CH:13][CH:14]=1 |f:4.5|. Procedure details: An ethyl acetate solution saturated with hydrochloric acid was added to a solution of 10 g of 5-benzyloxy-tryptamine in 200 ml of isopropanol until the pH was 1-2 and the mixture was vacuum filtered. The crystals were washed with ethyl acetate and dried under reduced pressure to obtain 11.3 g of 5-benzyloxy-tryptamine hydrochloride melting at 250° C. Starting materials: Oc1cc(Cl)c(Br)cc1Cl, O=C([O-])[O-], CI, CCOC(C)=O, [K+], [K+], CN(C)C=O. Yields the product COc1cc(Cl)c(Br)cc1Cl. RXN SMILES: [Br:3][c:4]1[cH:5][c:6]([Cl:12])[c:7]([OH:11])[cH:8][c:9]1[Cl:10].[C:13](=[O:14])([O-:15])[O-:16].[CH3:1][I:2].[CH3:24][CH2:25][O:26][C:27]([CH3:28])=[O:29].[K+:17].[K+:18].[O:19]=[CH:20][N:21]([CH3:22])[CH3:23]>>[Br:3][c:4]1[cH:5][c:6]([Cl:12])[c:7]([O:11][CH3:13])[cH:8][c:9]1[Cl:10]. Starting materials: C(CC(=O)O)(=O)O (Malonic acid), N1CCCCC1 (piperidine), N1=C(C=CC2=CC=CC=C12)COC=1C=C(COC2=C(C=O)C=CC=C2)C=CC1 (2-[3-(Quinolin-2-ylmethoxy)-benzyloxy]-benzaldehyde). Run in N1=CC=CC=C1 (pyridine). Run at temperature 85 celsius, time 2 hour. Yields the product N1=C(C=CC2=CC=CC=C12)COC=1C=C(COC2=C(C=CC=C2)C=CC(=O)O)C=CC1 (3-{2-[3-(Quinolin-2-ylmethoxy)-benzyloxy]-phenyl}-acrylic acid). Reaction SMILES: [N:1]1[C:10]2[C:5](=[CH:6][CH:7]=[CH:8][CH:9]=2)[CH:4]=[CH:3][C:2]=1[CH2:11][O:12][C:13]1[CH:14]=[C:15]([CH:26]=[CH:27][CH:28]=1)[CH2:16][O:17][C:18]1[CH:25]=[CH:24][CH:23]=[CH:22][C:19]=1[CH:20]=O.C(O)(=O)[CH2:30][C:31]([OH:33])=[O:32].N1CCCCC1>N1C=CC=CC=1>[N:1]1[C:10]2[C:5](=[CH:6][CH:7]=[CH:8][CH:9]=2)[CH:4]=[CH:3][C:2]=1[CH2:11][O:12][C:13]1[CH:14]=[C:15]([CH:26]=[CH:27][CH:28]=1)[CH2:16][O:17][C:18]1[CH:25]=[CH:24][CH:23]=[CH:22][C:19]=1[CH:20]=[CH:30][C:31]([OH:33])=[O:32]. Reported procedure: 2-[3-(Quinolin-2-ylmethoxy)-benzyloxy]-benzaldehyde (110 mg, 0.3 mmol, example 56) is dissolved in pyridine (1 mL). Malonic acid (63 mg, 0.6 mmol) and piperidine (10 μL, 0.1 mmol) are added and the contents are heated to 85° C. for 2 hrs, then at 110° C. for another 2 hrs. The reaction is cooled and placed under a nitrogen stream at 40° C. to remove the pyridine. A small amount of toluene is added and the contents are again placed under a nitrogen stream at 40° C. (repeat). The crude material is... The reactants are C12(CC3CC(CC(C1)C3)C2)C2=C(C=C(C=C2)Br)O (2-(1-adamantyl)-5-bromophenol), BrC1=CC(=C(C=C1)OC1OCCCC1)C(C)(C)C (4-bromo-2-t-butyl-1-(2-tetrahydropyranoxy)benzene), BrC1=CC(=C(C=C1)OC1OCCCC1)C(C)(C)C (4-bromo-2-t-butyl-1-(2-tetrahydropyranoxy)benzene), C1(=CC=C(C=C1)S(=O)(=O)[O-])C.[NH+]1=CC=CC=C1 (pyridinium p-toluenesulfonate), C12(CC3CC(CC(C1)C3)C2)C2=C(C=C(C=C2)Br)O (2-(1-adamantyl)-5-bromophenol), O1CCCC=C1 (3,4-dihydro-2H-pyran). The solvent is ClCCl (dichloromethane). Product: C12(CC3CC(CC(C1)C3)C2)C2=C(C=C(C=C2)Br)OC2OCCCC2 (2-(1-adamantyl)-5-bromo-1-(2-tetrahydropyranoxy)benzene). As a reaction SMILES: BrC1C=CC(O[CH:9]2[CH2:14][CH2:13][CH2:12][CH2:11][O:10]2)=C(C(C)(C)C)C=1.[C:19]12([C:29]3[CH:34]=[CH:33][C:32]([Br:35])=[CH:31][C:30]=3[OH:36])[CH2:28][CH:23]3[CH2:24][CH:25]([CH2:27][CH:21]([CH2:22]3)[CH2:20]1)[CH2:26]2.C1(C)C=CC(S([O-])(=O)=O)=CC=1.[NH+]1C=CC=CC=1.O1C=CCCC1>ClCCl>[C:19]12([C:29]3[CH:34]=[CH:33][C:32]([Br:35])=[CH:31][C:30]=3[O:36][CH:9]3[CH2:14][CH2:13][CH2:12][CH2:11][O:10]3)[CH2:20][CH:21]3[CH2:27][CH:25]([CH2:24][CH:23]([CH2:22]3)[CH2:28]1)[CH2:26]2 |f:2.3|. Reported procedure: Using the same general procedure as for the preparation of of 4-bromo-2-t-butyl-1-(2-tetrahydropyranoxy)benzene (Compound H), but instead using 12.56 g (40.9 mmol) of 2-(1-adamantyl)-5-bromophenol (Compound G), 1.03 g (4.1 mmol) of pyridinium p-toluenesulfonate, 5.16 g (5.6 ml, 61.3 mmol) of 3,4-dihydro-2H-pyran and 50 ml of dichloromethane produced a clear, orange solution. During aqueous workup, the organic phase was washed with 3×150 ml-portions of sat. aqueous NaHCO3 solution to produce a li... Starting materials: CCn1c(=O)oc2ccc(C3(O)CCC(=O)CC3)cc21, O=C(CNC(=O)c1cccc(C(F)(F)F)c1)NC1CNC1. Reaction SMILES: [CH2:1]([CH3:2])[n:3]1[c:4](=[O:20])[o:5][c:6]2[c:7]1[cH:8][c:9]([C:12]1([OH:19])[CH2:13][CH2:14][C:15](=[O:18])[CH2:16][CH2:17]1)[cH:10][cH:11]2.[NH:21]1[CH2:22][CH:23]([NH:25][C:26](=[O:27])[CH2:28][NH:29][C:30]([c:31]2[cH:32][c:33]([C:37]([F:38])([F:39])[F:40])[cH:34][cH:35][cH:36]2)=[O:41])[CH2:24]1>>[CH2:1]([CH3:2])[n:3]1[c:4](=[O:20])[o:5][c:6]2[c:7]1[cH:8][c:9]([C:12]1([OH:19])[CH2:13][CH2:14][CH:15]([N:21]3[CH2:22][CH:23]([NH:25][C:26](=[O:27])[CH2:28][NH:29][C:30]([c:31]4[cH:32][c:33]([C:37]([F:38])([F:39])[F:40])[cH:34][cH:35][cH:36]4)=[O:41])[CH2:24]3)[CH2:16][CH2:17]1)[cH:10][cH:11]2. The product is CCn1c(=O)oc2ccc(C3(O)CCC(N4CC(NC(=O)CNC(=O)c5cccc(C(F)(F)F)c5)C4)CC3)cc21. Starting materials: O (water), CN1C=NC=2C(NC=CC21)=S (1-methyl-1,5-dihydro-imidazo[4,5-c]pyridine-4-thione), CN1C(N(CC1)C)=O (1,3-dimethyl-2-imidazolidinone), C(C#C)(=O)OC (methyl propiolate), C(C1=CC=CC=C1)OC=1C=C(C=CC1)C1C(O1)(C#N)C#N (3-(3-benzyloxyphenyl)-oxirane-2,2-dicarbonitrile). Product: C(C1=CC=CC=C1)OC1=CC=C(C=C1)C=1C(N2C=CC3=C(C2=C(C1)C(=O)OC)N=CN3C)=O (methyl 8-(4-benzyloxy-phenyl)-3-methyl-7-oxo-3,7-dihydroimidazo[4,5-a]quinolizine-10-carboxylate). The yield is 34.0%. Reaction SMILES: [CH3:1][N:2]1[C:10]2[CH:9]=[CH:8][NH:7][C:6](=S)[C:5]=2[N:4]=[CH:3]1.[CH2:12]([O:19][C:20]1[CH:21]=[C:22](C2OC2(C#N)C#N)[CH:23]=[CH:24][CH:25]=1)[C:13]1[CH:18]=[CH:17][CH:16]=[CH:15][CH:14]=1.[C:33]([O:37][CH3:38])(=[O:36])[C:34]#[CH:35].[OH2:39].CN1[CH2:45][CH2:44]N(C)C1=O>>[CH2:12]([O:19][C:20]1[CH:25]=[CH:24][C:23]([C:44]2[C:6](=[O:39])[N:7]3[C:35](=[C:34]([C:33]([O:37][CH3:38])=[O:36])[CH:45]=2)[C:5]2[N:4]=[CH:3][N:2]([CH3:1])[C:10]=2[CH:9]=[CH:8]3)=[CH:22][CH:21]=1)[C:13]1[CH:14]=[CH:15][CH:16]=[CH:17][CH:18]=1. Procedure details: 3.50 g (21.2 mmol) of 1-methyl-1,5-dihydro-imidazo[4,5-c]pyridine-4-thione were dissolved in 0.6 l of 1,3-dimethyl-2-imidazolidinone at 140° C., left to cool to room temperature, treated with 5.9 g (21.4 mmol) of 3-(3-benzyloxyphenyl)-oxirane-2,2-dicarbonitrile and stirred over the weekend. Then, 7.8 ml of methyl propiolate were added and the mixture was stirred at 110° C. for 22 hours. After cooling the solution was stirred into 6 l of water, the precipitate was filtered off and it was chromato... The reactants are C(N)(=O)C1=CC=C(C=C1)C(CN1CCN(CC1)CCCCC1=C(C=CC2=CC=CC=C12)OC)N1CCN(CC1)C(C)C (1-[2-(4-Carbamoylphenyl)-2-(4-isopropylpiperazino)ethyl]-4-[4-(2-methoxynaphthalen-1-yl)butyl]piperazine), Cl.C(C)(=O)OCC (hydrogen chloride ethyl acetate). Run in CO (methanol). The product is Cl.Cl.Cl.Cl.C(N)(=O)C1=CC=C(C=C1)C(CN1CCN(CC1)CCCCC1=C(C=CC2=CC=CC=C12)OC)N1CCN(CC1)C(C)C (1-[2-(4-carbamoylphenyl)-2-(4-isopropylpiperazino)ethyl]-4-[4-(2-methoxynaphthalen-1-yl)butyl]piperazine tetrahydrochoride). RXN SMILES: [C:1]([C:4]1[CH:9]=[CH:8][C:7]([CH:10]([N:34]2[CH2:39][CH2:38][N:37]([CH:40]([CH3:42])[CH3:41])[CH2:36][CH2:35]2)[CH2:11][N:12]2[CH2:17][CH2:16][N:15]([CH2:18][CH2:19][CH2:20][CH2:21][C:22]3[C:31]4[C:26](=[CH:27][CH:28]=[CH:29][CH:30]=4)[CH:25]=[CH:24][C:23]=3[O:32][CH3:33])[CH2:14][CH2:13]2)=[CH:6][CH:5]=1)(=[O:3])[NH2:2].[ClH:43].C(OCC)(=O)C>CO>[ClH:43].[ClH:43].[ClH:43].[ClH:43].[C:1]([C:4]1[CH:9]=[CH:8][C:7]([CH:10]([N:34]2[CH2:35][CH2:36][N:37]([CH:40]([CH3:42])[CH3:41])[CH2:38][CH2:39]2)[CH2:11][N:12]2[CH2:17][CH2:16][N:15]([CH2:18][CH2:19][CH2:20][CH2:21][C:22]3[C:31]4[C:26](=[CH:27][CH:28]=[CH:29][CH:30]=4)[CH:25]=[CH:24][C:23]=3[O:32][CH3:33])[CH2:14][CH2:13]2)=[CH:6][CH:5]=1)(=[O:3])[NH2:2] |f:1.2,4.5.6.7.8|. Procedure details: 0.10 g of 1-[2-(4-Carbamoylphenyl)-2-(4-isopropylpiperazino)ethyl]-4-[4-(2-methoxynaphthalen-1-yl)butyl]piperazine was dissolved in 4 ml of methanol, and 1 ml of 4M hydrogen chloride/ethyl acetate solution was added. The solution was concentrated under reduced pressure, and the resulting solid was washed with ethyl acetate to give 0.10 g of 1-[2-(4-carbamoylphenyl)-2-(4-isopropylpiperazino)ethyl]-4-[4-(2-methoxynaphthalen-1-yl)butyl]piperazine tetrahydrochoride. Reactants: C(C)OC(CC1N(CCCC1)C(=O)C1=NN(C(=C1)C1=CC=CC=C1)C=1C=NC(=CC1)OC)=O (1-[1-(6-methoxy-3-pyridyl)-5-phenylpyrazole-3-carbonyl]piperidin-2-ylacetic acid ethyl ester). The solvent is CO (methanol), [OH-].[Na+] (sodium hydroxide). Run at time 2 hour. The product is COC1=CC=C(C=N1)N1N=C(C=C1C1=CC=CC=C1)C(=O)N1C(CCCC1)CC(=O)O (1-[1-(6-Methoxy-3-pyridyl)-5-phenylpyrazole-3-carbonyl]piperidin-2-ylacetic acid), product. The yield is 98.0%. Reaction SMILES: C([O:3][C:4](=[O:33])[CH2:5][CH:6]1[CH2:11][CH2:10][CH2:9][CH2:8][N:7]1[C:12]([C:14]1[CH:18]=[C:17]([C:19]2[CH:24]=[CH:23][CH:22]=[CH:21][CH:20]=2)[N:16]([C:25]2[CH:26]=[N:27][C:28]([O:31][CH3:32])=[CH:29][CH:30]=2)[N:15]=1)=[O:13])C>CO.[OH-].[Na+]>[CH3:32][O:31][C:28]1[N:27]=[CH:26][C:25]([N:16]2[C:17]([C:19]3[CH:24]=[CH:23][CH:22]=[CH:21][CH:20]=3)=[CH:18][C:14]([C:12]([N:7]3[CH2:8][CH2:9][CH2:10][CH2:11][CH:6]3[CH2:5][C:4]([OH:33])=[O:3])=[O:13])=[N:15]2)=[CH:30][CH:29]=1 |f:2.3|. Reported procedure: To a solution of 1-[1-(6-methoxy-3-pyridyl)-5-phenylpyrazole-3-carbonyl]piperidin-2-ylacetic acid ethyl ester (330 mg) obtained in Example 52 in methanol (4 mL), 1M aqueous sodium hydroxide (1.84 mL) was added, and the mixture was stirred for 2 hours at room temperature. The solvent was removed under reduced pressure, and the residue was partitioned between water and ethyl acetate. The aqueous layer was acidified with 1M aqueous hydrochloric acid (2 mL), followed by extraction with ethyl acetate...